From a dataset of the Open Reaction Database (ORD), a public repository of structured organic reaction records. describe an organic reaction: reactants, conditions, products, and yield Reactants: C(C1=CC=CC=C1)N1N=NC(=C1NC(C(C)(C)C)=O)C(=O)N (1-benzyl-5-(2,2-dimethylpropanoylamino)triazole-4-carboxamide), NC1=C(N=NN1CC1=CC=CC=C1)C(=O)N (5-amino-1-benzyl-1H-1,2,3-triazole-4-carboxamide), KHCO3, N1=CC=CC=C1 (Pyridine), C(C(C)(C)C)(=O)Cl (pivaloyl chloride). The solvent is O (water), CN(C(C)=O)C (N,N-dimethylacetamide). Run at temperature 80 celsius, time 18 hour. Yields the product C(C1=CC=CC=C1)N1N=NC2=C1NC(=NC2=O)C(C)(C)C (3-benzyl-5-tert-butyl-4H-triazolo[4,5-d]pyrimidin-7-one). As a reaction SMILES: NC1N(CC2C=CC=CC=2)N=NC=1C(N)=O.N1C=CC=CC=1.C(Cl)(=O)C(C)(C)C.[CH2:30]([N:37]1[C:41]([NH:42][C:43](=O)[C:44]([CH3:47])([CH3:46])[CH3:45])=[C:40]([C:49]([NH2:51])=[O:50])[N:39]=[N:38]1)[C:31]1[CH:36]=[CH:35][CH:34]=[CH:33][CH:32]=1>CN(C)C(=O)C.O>[CH2:30]([N:37]1[C:41]2[NH:42][C:43]([C:44]([CH3:47])([CH3:46])[CH3:45])=[N:51][C:49](=[O:50])[C:40]=2[N:39]=[N:38]1)[C:31]1[CH:36]=[CH:35][CH:34]=[CH:33][CH:32]=1. Procedure details: 5-amino-1-benzyl-1H-1,2,3-triazole-4-carboxamide (150 g, 691 mmol, Eq: 1.00) was suspended in N,N-dimethylacetamide (512 g, 550 ml). Pyridine (82.1 g, 83.5 ml, 1.04 mol, Eq: 1.5) was added followed by pivaloyl chloride (126 g, 129 ml, 1.04 mol, Eq: 1.5) and the reaction mixture was heated to Tj=80° C. After complete acylation (ca 1 h 30), KHCO3 (347 g, 3.45 mol, Eq: 5.00) was added and the suspension was heated to Tj=155° C. to convert the 1-benzyl-5-(2,2-dimethylpropanoylamino)triazole-4-carbox... Yields the product CCCCCCCCCCCCNC(N)=O. Reactants: CC[NH+](CC)CC, CCCCCCCCCCCCN, ClC(Cl)Cl, [N-]=C=O. RXN SMILES: [CH2:17]([NH+:18]([CH2:19][CH3:20])[CH2:21][CH3:22])[CH3:23].[CH2:1]([CH2:2][CH2:3][CH2:4][CH2:5][CH2:6][CH2:7][CH2:8][CH2:9][CH2:10][CH2:11][CH3:12])[NH2:13].[CH:24]([Cl:25])([Cl:26])[Cl:27].[N-:14]=[C:15]=[O:16]>>[CH2:1]([CH2:2][CH2:3][CH2:4][CH2:5][CH2:6][CH2:7][CH2:8][CH2:9][CH2:10][CH2:11][CH3:12])[NH:13][C:15]([NH2:14])=[O:16].